The task is: describe an organic reaction: reactants, conditions, products, and yield. This data is from the Open Reaction Database (ORD), a public repository of structured organic reaction records. Reactants: C(C)C(C=O)=C (2-Ethylacroleine), solution, C1(CCCCC1)[Mg]Cl (cyclohexylmagnesium chloride), C(C)OCC (diethyl ether). The solvent is [NH4+].[Cl-] (NH4Cl). Yields the product C1(CCCCC1)C(C(CC)=C)O (1-cyclohexyl-2-methylenebutan-1-ol). Yield: 60.0%. RXN SMILES: [CH2:1]([C:3](=[CH2:6])[CH:4]=[O:5])[CH3:2].[CH:7]1([Mg]Cl)[CH2:12][CH2:11][CH2:10][CH2:9][CH2:8]1.C(OCC)C>[NH4+].[Cl-]>[CH:7]1([CH:4]([OH:5])[C:3](=[CH2:6])[CH2:1][CH3:2])[CH2:12][CH2:11][CH2:10][CH2:9][CH2:8]1 |f:3.4|. Reported procedure: 2-Ethylacroleine (25 g, 267 mmol) was added drop-wise to a 2 molar solution of cyclohexylmagnesium chloride in diethyl ether (167 ml, 334 mmol), at 0° C. under nitrogen. The reaction was then warmed up slowly to room temperature overnight. After cooling to 0° C., saturated aqueous NH4Cl (500 ml) was added slowly. The reaction was warmed up to room temperature and phases separated. The aqueous phase was re-extracted with diethyl ether. Each organic phase was washed with brine. Combined extracts w... The reactants are [Mg+]Cc1ccccc1, C1CCOC1, [Cl-], Clc1nc(Nc2cc(C3CC3)n[nH]2)c2ccccc2n1. The product is c1ccc(Cc2nc(Nc3cc(C4CC4)n[nH]3)c3ccccc3n2)cc1. Reaction SMILES: [CH2:22]([c:23]1[cH:24][cH:25][cH:26][cH:27][cH:28]1)[Mg+:29].[CH2:30]1[O:31][CH2:32][CH2:33][CH2:34]1.[Cl-:21].[Cl:1][c:2]1[n:3][c:4]2[cH:5][cH:6][cH:7][cH:8][c:9]2[c:10]([NH:12][c:13]2[nH:14][n:15][c:16]([CH:18]3[CH2:19][CH2:20]3)[cH:17]2)[n:11]1>>[c:2]1([CH2:22][c:23]2[cH:24][cH:25][cH:26][cH:27][cH:28]2)[n:3][c:4]2[cH:5][cH:6][cH:7][cH:8][c:9]2[c:10]([NH:12][c:13]2[nH:14][n:15][c:16]([CH:18]3[CH2:19][CH2:20]3)[cH:17]2)[n:11]1. As a reaction SMILES: [C:1](=[O:2])([OH:3])[c:4]1[c:5]([CH2:6][O:7][c:8]2[cH:9][cH:10][c:11]([CH2:14][C:15](=[O:16])[OH:17])[cH:12][cH:13]2)[cH:18][cH:19][cH:20][cH:21]1.[CH3:44][c:45]1[cH:46][cH:47][cH:48][cH:49][cH:50]1.[F:22][C:23]([F:24])([F:25])[S:26]([OH:27])(=[O:28])=[O:29].[F:30][C:31]([F:32])([F:33])[C:34]([O:35][C:36](=[O:37])[C:38]([F:39])([F:40])[F:41])=[O:42].[OH2:43]>>[C:1]1(=[O:3])[c:4]2[c:5]([cH:18][cH:19][cH:20][cH:21]2)[CH2:6][O:7][c:8]2[c:9]1[cH:10][c:11]([CH2:14][C:15](=[O:16])[OH:17])[cH:12][cH:13]2. The reactants are O=C(O)Cc1ccc(OCc2ccccc2C(=O)O)cc1, Cc1ccccc1, O=S(=O)(O)C(F)(F)F, O=C(OC(=O)C(F)(F)F)C(F)(F)F, O. Product: O=C(O)Cc1ccc2c(c1)C(=O)c1ccccc1CO2. Starting materials: C(CCC)[Li] (butyllithium), BrC1=CC=C(C=C1)Br (1,4-dibromobenzene), Cl (hydrochloric acid), B(OC)(OC)OC (trimethyl borate), [K+].[Br-] (KBr). The solvent is CCCCCC (hexane), CCOCC (ether), CCOCC (ether), CCOCC (ether). Reaction conditions: time 2 hour. The product is BrC1=CC=C(C=C1)B(O)O (4-Bromobenzeneboronic acid). Reaction SMILES: C([Li])CCC.[Br:6][C:7]1[CH:12]=[CH:11][C:10](Br)=[CH:9][CH:8]=1.[B:14](OC)([O:17]C)[O:15]C.Cl.[K+].[Br-]>CCCCCC.CCOCC>[Br:6][C:7]1[CH:12]=[CH:11][C:10]([B:14]([OH:17])[OH:15])=[CH:9][CH:8]=1 |f:4.5|. Procedure details: A solution of butyllithium (21.2 mmol, 15%, 13.3 ml) in hexane was slowly added to a solution of 1,4-dibromobenzene (21.2 mmol, 5.0 g) in ether (86 ml) at -40° C. under argon. The mixture was allowed to warm to room temperature and was stirred for further 2 h. The mixture was transferred into a solution of freshly distilled trimethyl borate (63.3 mmol, 7.2 ml) in ether (172 ml) at -60° C. under argon. The mixture was allowed to warm to room temperature and refluxed for further 20 h. Aqueous hydr... Reactants: O=C([O-])[O-], Cl, [K+], [K+], O=C(c1cnc(Cl)c(Cl)c1)N1CCC1, O, COCC(C)Oc1cc(O)cc(C(=O)OC)c1. Product: COCC(C)Oc1cc(Oc2ncc(C(=O)N3CCC3)cc2Cl)cc(C(=O)OC)c1. Reaction SMILES: [C:32](=[O:33])([O-:34])[O-:35].[ClH:38].[K+:36].[K+:37].[N:18]1([C:22](=[O:23])[c:24]2[cH:25][c:26]([Cl:31])[c:27]([Cl:30])[n:28][cH:29]2)[CH2:19][CH2:20][CH2:21]1.[OH2:39].[OH:1][c:2]1[cH:3][c:4]([C:5](=[O:6])[O:7][CH3:8])[cH:9][c:10]([O:12][CH:13]([CH2:14][O:15][CH3:16])[CH3:17])[cH:11]1>>[O:1]([c:2]1[cH:3][c:4]([C:5](=[O:6])[O:7][CH3:8])[cH:9][c:10]([O:12][CH:13]([CH2:14][O:15][CH3:16])[CH3:17])[cH:11]1)[c:27]1[c:26]([Cl:31])[cH:25][c:24]([C:22]([N:18]2[CH2:19][CH2:20][CH2:21]2)=[O:23])[cH:29][n:28]1. Starting materials: C(C)(=O)OC(C)=O (acetic anhydride), NCC=1NC(=CC1)C (2-(Amino-methyl)-5-methyl-pyrrole). Run in C(Cl)Cl (methylene chloride), C(Cl)Cl (methylene chloride). The product is C(C)(=O)NCC=1NC(=CC1)C (2-(Acetylamino-methyl)-5-methyl-pyrrole). As a reaction SMILES: C(O[C:5](=[O:7])[CH3:6])(=O)C.[NH2:8][CH2:9][C:10]1[NH:11][C:12]([CH3:15])=[CH:13][CH:14]=1>C(Cl)Cl>[C:5]([NH:8][CH2:9][C:10]1[NH:11][C:12]([CH3:15])=[CH:13][CH:14]=1)(=[O:7])[CH3:6]. Reported procedure: 6.0 g (0.06 mol) of acetic anhydride in 20 ml of methylene chloride are added dropwise to 6.4 g (0.06 mol) of 2-(amino-methyl)-5-methyl-pyrrole (compare Example 11) in 20 ml of methylene chloride at 10° C. After a reaction time of 2 hours at room temperature, the mixture is concentrated and the residue is chromatographed over a silica gel column. Yields the product CC1COCCN1c1cnc2c(n1)OCCN(Cc1ccccc1)C2. As a reaction SMILES: [CH2:7]([c:8]1[cH:9][cH:10][cH:11][cH:12][cH:13]1)[N:14]([CH2:15][CH2:16][OH:17])[CH2:18][c:19]1[n:20][cH:21][c:22]([N:26]2[CH:27]([CH3:32])[CH2:28][O:29][CH2:30][CH2:31]2)[n:23][c:24]1[Cl:25].[CH3:1][C:2]([CH3:3])([O-:4])[CH3:5].[K+:6].[O:34]=[CH:35][N:36]([CH3:37])[CH3:38].[OH2:33]>>[CH2:7]([c:8]1[cH:9][cH:10][cH:11][cH:12][cH:13]1)[N:14]1[CH2:15][CH2:16][O:17][c:24]2[c:19]([n:20][cH:21][c:22]([N:26]3[CH:27]([CH3:32])[CH2:28][O:29][CH2:30][CH2:31]3)[n:23]2)[CH2:18]1. The reactants are CC1COCCN1c1cnc(CN(CCO)Cc2ccccc2)c(Cl)n1, CC(C)(C)[O-], [K+], CN(C)C=O, O. Reactants: BrCC=C(Br)Br, CC(C)=O, COc1nc(C(F)(F)F)cc(=O)n1-c1cc(C(=O)O)c(Cl)cc1F, [Na+], [Na+], O=C([O-])[O-]. Product: COc1nc(C(F)(F)F)cc(=O)n1-c1cc(C(=O)OCC=C(Br)Br)c(Cl)cc1F. As a reaction SMILES: [Br:25][C:26](=[CH:27][CH2:28][Br:29])[Br:30].[CH3:37][C:38](=[O:39])[CH3:40].[Cl:1][c:2]1[c:3]([C:4](=[O:5])[OH:6])[cH:7][c:8](-[n:12]2[c:13]([O:23][CH3:24])[n:14][c:15]([C:19]([F:20])([F:21])[F:22])[cH:16][c:17]2=[O:18])[c:9]([F:11])[cH:10]1.[Na+:31].[Na+:32].[O-:33][C:34](=[O:35])[O-:36]>>[Cl:1][c:2]1[c:3]([C:4](=[O:5])[O:6][CH2:28][CH:27]=[C:26]([Br:25])[Br:30])[cH:7][c:8](-[n:12]2[c:13]([O:23][CH3:24])[n:14][c:15]([C:19]([F:20])([F:21])[F:22])[cH:16][c:17]2=[O:18])[c:9]([F:11])[cH:10]1.